This data is from the Open Reaction Database (ORD), a public repository of structured organic reaction records. The task is: describe an organic reaction: reactants, conditions, products, and yield Reactants: BrCCOCCBr, C1CCC2=NCCCN2CC1, N#CCC#N, CN(C)C=O. As a reaction SMILES: [Br:6][CH2:7][CH2:8][O:9][CH2:10][CH2:11][Br:12].[CH2:13]1[CH2:14][CH2:15][C:16]2=[N:21][CH2:20][CH2:19][CH2:18][N:17]2[CH2:22][CH2:23]1.[N:1]#[C:2][CH2:3][C:4]#[N:5].[O:24]=[CH:25][N:26]([CH3:27])[CH3:28]>>[N:1]#[C:2][C:3]1([C:4]#[N:5])[CH2:7][CH2:8][O:9][CH2:10][CH2:11]1. The product is N#CC1(C#N)CCOCC1. Reactants: CN, O=C(Cl)c1ccc(F)cc1F, C1CCOC1. The product is CNC(=O)c1ccc(F)cc1F. As a reaction SMILES: [CH3:12][NH2:13].[F:1][c:2]1[c:3]([C:4](=[O:5])[Cl:6])[cH:7][cH:8][c:9]([F:11])[cH:10]1.[O:14]1[CH2:15][CH2:16][CH2:17][CH2:18]1>>[F:1][c:2]1[c:3]([C:4](=[O:5])[NH:13][CH3:12])[cH:7][cH:8][c:9]([F:11])[cH:10]1. The reactants are C1CCOC1, O=[N+]([O-])c1ccc(Cl)nc1, OC(C(F)(F)F)C(F)(F)F, [H-], [Na+], O. The product is O=[N+]([O-])c1ccc(OC(C(F)(F)F)C(F)(F)F)nc1. RXN SMILES: [CH2:24]1[O:25][CH2:26][CH2:27][CH2:28]1.[Cl:13][c:14]1[n:15][cH:16][c:17]([N+:20](=[O:21])[O-:22])[cH:18][cH:19]1.[F:3][C:4]([CH:5]([C:6]([F:7])([F:8])[F:9])[OH:10])([F:11])[F:12].[H-:1].[Na+:2].[OH2:23]>>[F:3][C:4]([CH:5]([C:6]([F:7])([F:8])[F:9])[O:10][c:14]1[n:15][cH:16][c:17]([N+:20](=[O:21])[O-:22])[cH:18][cH:19]1)([F:11])[F:12]. Reactants: NC(C1=CC=CC=C1)P(O)=O ((aminophenylmethyl)phosphinic acid), ClC(=O)OCC1=CC=CC=C1 (benzyl chloroformate). Yields the product C1(=CC=CC=C1)COC(=O)NC(C1=CC=CC=C1)P(O)=O ([[[(Phenylmethoxy)carbonyl]amino]phenyl-methyl]phosphinic acid). Isolated yield 90.0%. RXN SMILES: [NH2:1][CH:2]([PH:9](=[O:11])[OH:10])[C:3]1[CH:8]=[CH:7][CH:6]=[CH:5][CH:4]=1.Cl[C:13]([O:15][CH2:16][C:17]1[CH:22]=[CH:21][CH:20]=[CH:19][CH:18]=1)=[O:14]>>[C:17]1([CH2:16][O:15][C:13]([NH:1][CH:2]([PH:9](=[O:10])[OH:11])[C:3]2[CH:8]=[CH:7][CH:6]=[CH:5][CH:4]=2)=[O:14])[CH:22]=[CH:21][CH:20]=[CH:19][CH:18]=1. Procedure: The process is performed according to the operating conditions described in 1.4., starting with 1 g (5.85 mmol) of (aminophenylmethyl)phosphinic acid and 1.17 g (6.86 mmol) of benzyl chloroformate. 1.6 g of product are recovered (yield=90%). The reactants are ClB(Cl)Cl, O=C([O-])O, COc1ccc2c(COCc3ccccc3)nnc(NC3CCN(Cc4ccc5ccccc5c4)CC3)c2c1, ClCCl, [Na+]. Product: COc1ccc2c(CO)nnc(NC3CCN(Cc4ccc5ccccc5c4)CC3)c2c1. As a reaction SMILES: [B:40]([Cl:41])([Cl:42])[Cl:43].[C:44](=[O:45])([OH:46])[O-:47].[CH2:1]([c:2]1[cH:3][cH:4][cH:5][cH:6][cH:7]1)[O:8][CH2:9][c:10]1[n:11][n:12][c:13]([NH:22][CH:23]2[CH2:24][CH2:25][N:26]([CH2:29][c:30]3[cH:31][c:32]4[cH:33][cH:34][cH:35][cH:36][c:37]4[cH:38][cH:39]3)[CH2:27][CH2:28]2)[c:14]2[cH:15][c:16]([O:20][CH3:21])[cH:17][cH:18][c:19]12.[Cl:49][CH2:50][Cl:51].[Na+:48]>>[OH:8][CH2:9][c:10]1[n:11][n:12][c:13]([NH:22][CH:23]2[CH2:24][CH2:25][N:26]([CH2:29][c:30]3[cH:31][c:32]4[cH:33][cH:34][cH:35][cH:36][c:37]4[cH:38][cH:39]3)[CH2:27][CH2:28]2)[c:14]2[cH:15][c:16]([O:20][CH3:21])[cH:17][cH:18][c:19]12. Starting materials: C(C1=CC=CC=C1)OC(=O)NCCSC[C@@H](C(=O)OCC1=CC=CC=C1)NC(=O)OC(C)(C)C (benzyl(R)-3-(2-benzyloxycarbonylaminoethylsulfanyl)-2-tert-butoxycarbonylaminopropionate), FC(C(=O)O)(F)F (trifluoroacetic acid). The solvent is ClCCl (dichloromethane). Reaction conditions: time 1 hour. Product: N[C@H](C(=O)OCC1=CC=CC=C1)CSCCNC(=O)OCC1=CC=CC=C1 (Benzyl(R)-2-amino-3-(2-benzyloxycarbonylaminoethylsulfanyl)propionate). RXN SMILES: [CH2:1]([O:8][C:9]([NH:11][CH2:12][CH2:13][S:14][CH2:15][C@H:16]([NH:27]C(OC(C)(C)C)=O)[C:17]([O:19][CH2:20][C:21]1[CH:26]=[CH:25][CH:24]=[CH:23][CH:22]=1)=[O:18])=[O:10])[C:2]1[CH:7]=[CH:6][CH:5]=[CH:4][CH:3]=1.FC(F)(F)C(O)=O>ClCCl>[NH2:27][C@@H:16]([CH2:15][S:14][CH2:13][CH2:12][NH:11][C:9]([O:8][CH2:1][C:2]1[CH:3]=[CH:4][CH:5]=[CH:6][CH:7]=1)=[O:10])[C:17]([O:19][CH2:20][C:21]1[CH:22]=[CH:23][CH:24]=[CH:25][CH:26]=1)=[O:18]. Procedure details: A solution of 0.50 g (1.023 mmol) of benzyl(R)-3-(2-benzyloxycarbonylaminoethylsulfanyl)-2-tert-butoxycarbonylaminopropionate in 5 ml of dichloromethane was mixed with the same volume of trifluoroacetic acid and left to stand at RT for 1 h. It was then concentrated and directly reacted further.